From a dataset of the Open Reaction Database (ORD), a public repository of structured organic reaction records. describe an organic reaction: reactants, conditions, products, and yield The reactants are Cc1nccn1-c1ccc(CCl)cc1, Cl, NC(=O)C1(c2cccc(O)c2)CCCC1. Product: Cc1nccn1-c1ccc(COc2cccc(C3(C(N)=O)CCCC3)c2)cc1. Reaction SMILES: [CH3:17][c:18]1[n:19](-[c:23]2[cH:24][cH:25][c:26]([CH2:27][Cl:28])[cH:29][cH:30]2)[cH:20][cH:21][n:22]1.[ClH:16].[OH:1][c:2]1[cH:3][c:4]([C:8]2([C:13](=[O:14])[NH2:15])[CH2:9][CH2:10][CH2:11][CH2:12]2)[cH:5][cH:6][cH:7]1>>[O:1]([c:2]1[cH:3][c:4]([C:8]2([C:13](=[O:14])[NH2:15])[CH2:9][CH2:10][CH2:11][CH2:12]2)[cH:5][cH:6][cH:7]1)[CH2:27][c:26]1[cH:25][cH:24][c:23](-[n:19]2[c:18]([CH3:17])[n:22][cH:21][cH:20]2)[cH:30][cH:29]1. The reactants are COC(=O)CC1=CC=C(C=C1)N1N=CC(=C1SCCC)C(=O)O (1-[4-(methoxycarbonylmethyl)phenyl]-5-propylsulfanyl-pyrazole-4-carboxylic acid), Cl.C12C(C3CC(CC(C1)C3)C2)N (2-adamantylamine hydrochloride), Intermediate #6. Product: C12C(C3CC(CC(C1)C3)C2)NC(=O)C=2C=NN(C2SCCC)C2=CC=C(C=C2)CC(=O)OC (Methyl 2-[4-[4-(2-adamantylcarbamoyl)-5-propylsulfanyl-pyrazol-1-yl]phenyl]acetate). Reaction SMILES: [CH3:1][O:2][C:3]([CH2:5][C:6]1[CH:11]=[CH:10][C:9]([N:12]2[C:16]([S:17][CH2:18][CH2:19][CH3:20])=[C:15]([C:21]([OH:23])=O)[CH:14]=[N:13]2)=[CH:8][CH:7]=1)=[O:4].Cl.[CH:25]12[CH2:34][CH:29]3[CH2:30][CH:31]([CH2:33][CH:27]([CH2:28]3)[CH:26]1[NH2:35])[CH2:32]2>>[CH:25]12[CH2:34][CH:29]3[CH2:30][CH:31]([CH2:33][CH:27]([CH2:28]3)[CH:26]1[NH:35][C:21]([C:15]1[CH:14]=[N:13][N:12]([C:9]3[CH:8]=[CH:7][C:6]([CH2:5][C:3]([O:2][CH3:1])=[O:4])=[CH:11][CH:10]=3)[C:16]=1[S:17][CH2:18][CH2:19][CH3:20])=[O:23])[CH2:32]2 |f:1.2|. Procedure details: Prepared from 1-[4-(methoxycarbonylmethyl)phenyl]-5-propylsulfanyl-pyrazole-4-carboxylic acid (Intermediate#35) and 2-adamantylamine hydrochloride by the same procedure as used for Intermediate #6.